Dataset: the Open Reaction Database (ORD), a public repository of structured organic reaction records. Task: describe an organic reaction: reactants, conditions, products, and yield The reactants are [OH-].[Na+] (sodium hydroxide), Cl.ClC1=C(CNCCC=2SC=CC2)C=CC=C1 (N-(2-chlorobenzyl)-2-(2-thienyl)-ethylamine hydrochloride), Cl (hydrogen chloride), COCOC (dimethoxymethane). Run in O (H2O), C1(=CC=CC=C1)C (toluene), CN(C=O)C (dimethylformamide). Reaction conditions: temperature 0 celsius, time 11 hour. Product: Cl.ClC1=C(CN2CC3=C(CC2)SC=C3)C=CC=C1 (5-(2-chlorobenzyl)-4,5,6,7-tetrahydrothieno[3,2-c]pyridine hydrochloride). As a reaction SMILES: Cl.[Cl:2][C:3]1[CH:17]=[CH:16][CH:15]=[CH:14][C:4]=1[CH2:5][NH:6][CH2:7][CH2:8][C:9]1[S:10][CH:11]=[CH:12][CH:13]=1.Cl.[CH3:19]OCOC.[OH-].[Na+]>CN(C)C=O.O.C1(C)C=CC=CC=1>[ClH:2].[Cl:2][C:3]1[CH:17]=[CH:16][CH:15]=[CH:14][C:4]=1[CH2:5][N:6]1[CH2:7][CH2:8][C:9]2[S:10][CH:11]=[CH:12][C:13]=2[CH2:19]1 |f:0.1,4.5,9.10|. Procedure details: N-(2-chlorobenzyl)-2-(2-thienyl)-ethylamine hydrochloride (29.2 g, 102 mmole), hydrogen chloride gas (4.5 g, 129 mmoles) and dimethoxymethane (33 ml, 388 mmoles) were combined in dimethylformamide (57 ml). The solution was refluxed and stirred for 11 hours. The dimethylformamide was removed under vacuum while keeping the temperature of the solution at 85° C. A solution of sodium hydroxide (11 g, 275 mmoles) in H2O (87 ml) and toluene (87 ml) was added to the residue and stirred at a temperature ... Reactants: Cc1ccccc1, O=C(O)c1cc(Cl)nc(Cl)c1, O=S(Cl)Cl. Product: COC(=O)c1cc(Cl)nc(Cl)c1. As a reaction SMILES: [CH3:16][c:17]1[cH:18][cH:19][cH:20][cH:21][cH:22]1.[Cl:1][c:2]1[cH:3][c:4]([C:5](=[O:6])[OH:7])[cH:8][c:9]([Cl:11])[n:10]1.[S:12]([Cl:13])([Cl:14])=[O:15]>>[Cl:1][c:2]1[cH:3][c:4]([C:5](=[O:6])[O:7][CH3:16])[cH:8][c:9]([Cl:11])[n:10]1. The product is OC1=NC=2CCCCC2C=C1C(=O)OCC (ethyl 2-hydroxy-5,6,7,8-tetrahydroquinoline-3-carboxylate). The reactants are OC1=C(C=C2C(=N1)C(CC2)(C)C)C(=O)O (2-Hydroxy-7,7-dimethyl-6,7-dihydro-5H-cyclopenta[b]pyridine-3-carboxylic acid), C(C)O (ethanol), S(O)(O)(=O)=O (sulfuric acid). Reaction SMILES: [OH:1][C:2]1[N:7]=[C:6]2[C:8]([CH3:12])(C)[CH2:9][CH2:10][C:5]2=[CH:4][C:3]=1[C:13]([OH:15])=[O:14].S(=O)(=O)(O)O.[CH2:21](O)[CH3:22]>>[OH:1][C:2]1[C:3]([C:13]([O:15][CH2:21][CH3:22])=[O:14])=[CH:4][C:5]2[CH2:10][CH2:9][CH2:8][CH2:12][C:6]=2[N:7]=1. Procedure details: 2-Hydroxy-7,7-dimethyl-6,7-dihydro-5H-cyclopenta[b]pyridine-3-carboxylic acid (11.0 g) was dissolved in ethanol (100 ml), sulfuric acid (3.4 ml) was added and the mixture was stirred with heating to reflux for 12 hr. The reaction mixture was concentrated under reduced pressure to a half volume, the residue was basified with 8 M aqueous sodium hydroxide solution, and the mixture was extracted with ethyl acetate. The extract was washed successively with 1 M aqueous sodium hydroxide solution and sa... Reactants: COC1=C(C=C(C=C2OC(C3=CC=CC=C23)=O)C=C1)[N+](=O)[O-] (3-(4-methoxy-3-nitrobenzylidene)-3H-isobenzofuran-1-one), [Cl-].[NH4+] (ammonium chloride). The reagents and catalysts are [Fe] (iron). Run in industrial methylated spirit, O (water). Reaction conditions: temperature 70 celsius. Yields the product NC=1C=C(C=C2OC(C3=CC=CC=C23)=O)C=CC1OC (3-(3-amino-4-methoxybenzylidene)-3H-isobenzofuran-1-one). The yield is 65.6%. RXN SMILES: [CH3:1][O:2][C:3]1[CH:19]=[CH:18][C:6]([CH:7]=[C:8]2[C:16]3[C:11](=[CH:12][CH:13]=[CH:14][CH:15]=3)[C:10](=[O:17])[O:9]2)=[CH:5][C:4]=1[N+:20]([O-])=O.[Cl-].[NH4+]>[Fe].O>[NH2:20][C:4]1[CH:5]=[C:6]([CH:18]=[CH:19][C:3]=1[O:2][CH3:1])[CH:7]=[C:8]1[C:16]2[C:11](=[CH:12][CH:13]=[CH:14][CH:15]=2)[C:10](=[O:17])[O:9]1 |f:1.2|. Procedure details: A stirred mixture of the above crude 3-(4-methoxy-3-nitrobenzylidene)-3H-isobenzofuran-1-one (2.5 g, 0.0085 mol), industrial methylated spirit (40 ml), water (30 ml) and ammonium chloride (0.91 g, 0.017 mol) was heated to 70° C., and iron powder (4.76 g, 0.085 gatom) was added in portions. When the addition was complete, the stirred mixture was heated under reflux for a further 2 hours, then it was filtered while hot through Celite. The collected inorganic solids were washed with hot industrial ... The reactants are NC1=C(C=C(C=C1)Cl)C(=O)C=1C(=NC=CC1)C ((2-amino-5-chloro-phenyl)-(2-methyl-pyridin-3-yl)-methanone), O1C=NC=C1C1=CC=C(C=C1)S(=O)(=O)Cl (4-oxazol-5-yl-benzenesulfonyl chloride). Yields the product ClC1=CC(=C(C=C1)NS(=O)(=O)C1=CC=C(C=C1)C1=CN=CO1)C(=O)C=1C(=NC=CC1)C (N-[4-Chloro-2-(2-methyl-pyridine-3-carbonyl)-phenyl]-4-oxazol-5-yl-benzenesulfonamide). RXN SMILES: [NH2:1][C:2]1[CH:7]=[CH:6][C:5]([Cl:8])=[CH:4][C:3]=1[C:9]([C:11]1[C:12]([CH3:17])=[N:13][CH:14]=[CH:15][CH:16]=1)=[O:10].[O:18]1[C:22]([C:23]2[CH:28]=[CH:27][C:26]([S:29](Cl)(=[O:31])=[O:30])=[CH:25][CH:24]=2)=[CH:21][N:20]=[CH:19]1>>[Cl:8][C:5]1[CH:6]=[CH:7][C:2]([NH:1][S:29]([C:26]2[CH:27]=[CH:28][C:23]([C:22]3[O:18][CH:19]=[N:20][CH:21]=3)=[CH:24][CH:25]=2)(=[O:30])=[O:31])=[C:3]([C:9]([C:11]2[C:12]([CH3:17])=[N:13][CH:14]=[CH:15][CH:16]=2)=[O:10])[CH:4]=1. Procedure: The title compound was prepared according to the general procedure using (2-amino-5-chloro-phenyl)-(2-methyl-pyridin-3-yl)-methanone and 4-oxazol-5-yl-benzenesulfonyl chloride and purified by HPLC. MS: m/z 454 (M++1). Starting materials: C(C)(=O)C=1N=CC2=CC=CC=C2C1 (3-Acetyl-isoquinoline), [BH4-].[Na+] (sodium borohydride). Run in CO (methanol), one. Conditions: temperature 0 celsius, time 30 minute. Product: OC(C)C=1N=CC2=CC=CC=C2C1 (3-(1-hydroxyethyl)-isoquinoline). The yield is 79.8%. Reaction SMILES: [C:1]([C:4]1[N:5]=[CH:6][C:7]2[C:12]([CH:13]=1)=[CH:11][CH:10]=[CH:9][CH:8]=2)(=[O:3])[CH3:2].[BH4-].[Na+]>CO>[OH:3][CH:1]([C:4]1[N:5]=[CH:6][C:7]2[C:12]([CH:13]=1)=[CH:11][CH:10]=[CH:9][CH:8]=2)[CH3:2] |f:1.2|. Reported procedure: 3-Acetyl-isoquinoline (1.53 g, 8.9 mmole) is dissolved in 42 ml methanol in a 100 ml one neck round bottom flask at 0° C. The solution is treated portionwise with sodium borohydride (388 mg, 10.3 mmole) and the reaction mixture is stirred 30 min at 0° C. The volatiles are removed in vacuo and the residue is partitioned between 1×100 ml 1N sodium hydroxide and 3×25 ml dichloromethane. The combined organics are dried over potassium carbonate and are concentrated in vacuo to a pale yellow solid. Th... The reactants are [O-]Cl=O.[Na+] (NaClO2), NaH2PO4, ClC1=C(C=O)C=C(C(=C1)OC)OCCCOC (2-chloro-4-methoxy-5-(3-methoxy-propoxy)-benzaldehyde), C(C)(C)(C)O.C(Cl)Cl (tert-butanol CH2Cl2), CC(C)=CC (2-methyl-2-butene). Solvent: O (water), O (H2O), CC#N (CH3CN), CC#N (CH3CN), CC#N.O (CH3CN H2O). Reaction conditions: time 8 hour. The product is ClC1=C(C(=O)O)C=C(C(=C1)OC)OCCCOC (2-Chloro-4-methoxy-5-(3-methoxy-propoxy)-benzoic acid). Reaction SMILES: [Cl:1][C:2]1[CH:9]=[C:8]([O:10][CH3:11])[C:7]([O:12][CH2:13][CH2:14][CH2:15][O:16][CH3:17])=[CH:6][C:3]=1[CH:4]=[O:5].C([OH:22])(C)(C)C.C(Cl)Cl.CC(=CC)C.[O-]Cl=O.[Na+]>O.CC#N.CC#N.O>[Cl:1][C:2]1[CH:9]=[C:8]([O:10][CH3:11])[C:7]([O:12][CH2:13][CH2:14][CH2:15][O:16][CH3:17])=[CH:6][C:3]=1[C:4]([OH:22])=[O:5] |f:1.2,4.5,8.9|. Procedure: To a solution of 2-chloro-4-methoxy-5-(3-methoxy-propoxy)-benzaldehyde (1.08 g, 3.55 mmol) in a 3:1 mixture of tert-butanol/CH2Cl2 (20 mL) is added 2-methyl-2-butene (0.74 g, 5.32 mmol), followed by dropwise addition of a solution of NaClO2 (0.67g, 7.10 mmol) and NaH2PO4 (0.67 g, 4.26 mmol) in water (14 mL) over 15 min at room temperature, and stirring is continued overnight. The reaction mixture is poured into ice/saturated aqueous NaHCO3 solution, the water phase is washed with AcOEt. The ice-... Starting materials: [F-].C(CCC)[N+](CCCC)(CCCC)CCCC (Tetra-n-butylammonium fluoride), O1CCCC1 (tetrahydrofuran), [Si](C)(C)(C(C)(C)C)OC[C@H]1CN(C2(CC2)CN1C([C@H]1N(C[C@@H](C1)F)C(=O)C1=C(N2C(S1)=N[C@@]([C@H]2C2=CC(=C(C=C2)Cl)F)(C)C=2C=NC(=CC2)Cl)C(C)C)=O)C(C(F)(F)F)=O ((6R)-6-({[tert-butyl(dimethyl)silyl]oxy}methyl)-7-[(4R)-1-{[(5R,6S)-5-(4-chloro-3-fluorophenyl)-6-(6-chloropyridin-3-yl)-3-isopropyl-6-methyl-5,6-dihydroimidazo[2,1-b][1,3]thiazol-2-yl]carbonyl}-4-fluoro-L-prolyl]-4-(trifluoroacetyl)-4,7-diazaspiro[2.5]octane). Run in C(C)(=O)OCC (ethyl acetate). Conditions: time 3 hour. Yields the product ClC1=C(C=C(C=C1)[C@@H]1[C@](N=C2SC(=C(N21)C(C)C)C(=O)N2[C@H](C(=O)N1[C@H](CNC3(CC3)C1)CO)C[C@H](C2)F)(C)C=2C=NC(=CC2)Cl)F ({(6R)-7-[(4R)-1-{[(5R,6S)-5-(4-chloro-3-fluorophenyl)-6-(6-chloropyridin-3-yl)-3-isopropyl-6-methyl-5,6-dihydroimidazo[2,1-b][1,3]thiazol-2-yl]carbonyl}-4-fluoro-L-prolyl]-4,7-diazaspiro[2.5]oct-6-yl}methanol). The yield is 51.6%. As a reaction SMILES: [F-].C([N+](CCCC)(CCCC)CCCC)CCC.O1CCCC1.[Si]([O:31][CH2:32][C@@H:33]1[N:40]([C:41](=[O:77])[C@@H:42]2[CH2:46][C@@H:45]([F:47])[CH2:44][N:43]2[C:48]([C:50]2[S:54][C:53]3=[N:55][C@:56]([C:67]4[CH:68]=[N:69][C:70]([Cl:73])=[CH:71][CH:72]=4)([CH3:66])[C@@H:57]([C:58]4[CH:63]=[CH:62][C:61]([Cl:64])=[C:60]([F:65])[CH:59]=4)[N:52]3[C:51]=2[CH:74]([CH3:76])[CH3:75])=[O:49])[CH2:39][C:36]2([CH2:38][CH2:37]2)[N:35](C(=O)C(F)(F)F)[CH2:34]1)(C(C)(C)C)(C)C>C(OCC)(=O)C>[Cl:64][C:61]1[CH:62]=[CH:63][C:58]([C@H:57]2[N:52]3[C:53]([S:54][C:50]([C:48]([N:43]4[CH2:44][C@H:45]([F:47])[CH2:46][C@H:42]4[C:41]([N:40]4[CH2:39][C:36]5([CH2:37][CH2:38]5)[NH:35][CH2:34][C@@H:33]4[CH2:32][OH:31])=[O:77])=[O:49])=[C:51]3[CH:74]([CH3:75])[CH3:76])=[N:55][C@:56]2([C:67]2[CH:68]=[N:69][C:70]([Cl:73])=[CH:71][CH:72]=2)[CH3:66])=[CH:59][C:60]=1[F:65] |f:0.1|. Procedure details: Tetra-n-butylammonium fluoride (1 M tetrahydrofuran solution) (0.42 ml, 0.42 mmol) was added to a tetrahydrofuran (4 ml) solution of the compound (255 mg, 0.28 mmol) obtained in Step 1 above and the resulting mixture was stirred at room temperature for 3 hours. The solvent was concentrated under reduced pressure, then the residue obtained was diluted with ethyl acetate and the organic layer was washed with saturated aqueous sodium bicarbonate solution and saturated brine and dried over anhydrous... The reactants are [N+](=O)([O-])C1=C(C(=C(C=C1Cl)Cl)Cl)CC(=O)OC(C)(C)C (t-butyl 2-nitro-3,5,6-trichlorophenylacetate), N (ammonia). Run in COCCO (2-methoxy ethanol), O (water), C(C)(=O)OCC (ethyl acetate). Conditions: temperature 150 celsius. Yields the product NC=1C(=C(C(=C(C1)Cl)Cl)C)[N+](=O)[O-] (3-amino-5,6-dichloro-2-nitrotoluene). RXN SMILES: [N+:1]([C:4]1[C:9](Cl)=[CH:8][C:7]([Cl:11])=[C:6]([Cl:12])[C:5]=1[CH2:13]C(OC(C)(C)C)=O)([O-:3])=[O:2].[NH3:21]>COCCO.O.C(OCC)(=O)C>[NH2:21][C:9]1[C:4]([N+:1]([O-:3])=[O:2])=[C:5]([CH3:13])[C:6]([Cl:12])=[C:7]([Cl:11])[CH:8]=1. Procedure details: A mixture of t-butyl 2-nitro-3,5,6-trichlorophenylacetate (from step (a), 123 g, 0.361 mol), and saturated aqueous ammonia (300ml) in 2-methoxy ethanol (360 ml) was heated in an autoclave at 150° C. for 72 h. The resulting viscous, black mixture was diluted with water (1 L) and ethyl acetate (1 L) and filtered through Arbocel filter aid. The dark red filtrate was separated, and the aqueous layer extracted with ethyl acetate (2×1 L). The combined organic solutions were washed with brine (1 L), dr... Starting materials: [OH-].[Na+] (NaOH), BrN1C(CCC1=O)=O (N-Bromosuccinimide), C(C)C1=CC=C(N1)C(=O)OCC (ethyl 5-ethyl-1H-pyrrole-2-carboxylate), C(C)C1=CC=C(N1)C(=O)OCC (ethyl 5-ethyl-1H-pyrrole-2-carboxylate). Solvent: C(Cl)Cl (DCM). Conditions: time 30 minute. Yields the product BrC=1C=C(NC1CC)C(=O)OCC (Ethyl 4-bromo-5-ethyl-1H-pyrrole-2-carboxylate). The yield is 67.7%. RXN SMILES: [Br:1]N1C(=O)CCC1=O.[CH2:9]([C:11]1[NH:15][C:14]([C:16]([O:18][CH2:19][CH3:20])=[O:17])=[CH:13][CH:12]=1)[CH3:10].[OH-].[Na+]>C(Cl)Cl>[Br:1][C:12]1[CH:13]=[C:14]([C:16]([O:18][CH2:19][CH3:20])=[O:17])[NH:15][C:11]=1[CH2:9][CH3:10] |f:2.3|. Reported procedure: N-Bromosuccinimide (5.86 g, 0.033 mol) was added to a solution of ethyl 5-ethyl-1H-pyrrole-2-carboxylate (Intermediate 12, 5.0 g, 0.03 mol) in DCM (85 ml) at 0° C., and the reaction was stirred for 30 minutes then poured to a chilled beaker containing 2 N NaOH (50 ml). The layers were separated and the aqueous layer was extracted with DCM (×3). The combined organic extracts were washed with water and brine, dried over magnesium sulfate and concentrated. The resultant dark brown solid was purifie...